From a dataset of the Open Reaction Database (ORD), a public repository of structured organic reaction records. describe an organic reaction: reactants, conditions, products, and yield Reactants: O (Water), C(C)(C)S(=O)(=O)Cl (Isopropylsulfonyl chloride), CC1=C(C=NN1C1=NC=C(C=C1)C(F)(F)F)C(=O)NC=1C=NC(=CC1)C1CCNCC1 (5-methyl-N-[6-(piperidin-4-yl)pyridin-3-yl]-1-[5-(trifluoromethyl)pyridin-2-yl]-1H-pyrazole-4-carboxamide), C([O-])([O-])=O.[K+].[K+] (potassium carbonate). Solvent: CN(C=O)C (N,N-dimethylformamide). Reaction conditions: time 4.5 hour. Yields the product CC1=C(C=NN1C1=NC=C(C=C1)C(F)(F)F)C(=O)NC=1C=NC(=CC1)C1CCN(CC1)S(=O)(=O)C(C)C (5-Methyl-N-{6-[1-(propane-2-sulfonyl)piperidin-4-yl]pyridin-3-yl}-1-[5-(trifluoromethyl)-pyridin-2-yl]-1H-pyrazole-4-carboxamide). Reaction SMILES: [CH:1]([S:4](Cl)(=[O:6])=[O:5])([CH3:3])[CH3:2].[CH3:8][C:9]1[N:13]([C:14]2[CH:19]=[CH:18][C:17]([C:20]([F:23])([F:22])[F:21])=[CH:16][N:15]=2)[N:12]=[CH:11][C:10]=1[C:24]([NH:26][C:27]1[CH:28]=[N:29][C:30]([CH:33]2[CH2:38][CH2:37][NH:36][CH2:35][CH2:34]2)=[CH:31][CH:32]=1)=[O:25].C(=O)([O-])[O-].[K+].[K+].O>CN(C)C=O>[CH3:8][C:9]1[N:13]([C:14]2[CH:19]=[CH:18][C:17]([C:20]([F:22])([F:21])[F:23])=[CH:16][N:15]=2)[N:12]=[CH:11][C:10]=1[C:24]([NH:26][C:27]1[CH:28]=[N:29][C:30]([CH:33]2[CH2:38][CH2:37][N:36]([S:4]([CH:1]([CH3:3])[CH3:2])(=[O:6])=[O:5])[CH2:35][CH2:34]2)=[CH:31][CH:32]=1)=[O:25] |f:2.3.4|. Procedure: Isopropylsulfonyl chloride (167 μl) was added at room temperature to a suspension of 5-methyl-N-[6-(piperidin-4-yl)pyridin-3-yl]-1-[5-(trifluoromethyl)pyridin-2-yl]-1H-pyrazole-4-carboxamide (215 mg) described in Reference Example 173 and potassium carbonate (237 mg) in N,N-dimethylformamide (1.7 ml), and stirred at room temperature for 4.5 hours. Water was added to the reaction solution, the precipitated solid was washed with ethyl acetate. The resulting solid was purified with a preparative HP... Reactants: C(C)(C)(C)OC(=O)N1C(=NC2=C1C=C(C(=C2)C(=O)OC)OC2CCN(CC2)C(=O)OC(C)(C)C)C (1-tert-butoxycarbonyl-2-methyl-5-methoxycarbonyl-6-(N-(tert-butoxycarbonyl)piperidin-4-yloxy)benzimidazole), C(C)(C)(C)OC(=O)N1C(=NC2=C1C=C(C(=C2)OC2CCN(CC2)C(=O)OC(C)(C)C)C(=O)OC)C (1-tert-butoxycarbonyl-2-methyl-6-methoxycarbonyl-5-(N-(tert-butoxycarbonyl)piperidin-4-yloxy)benzimidazole). The solvent is CO (methanol). Run at time 2 hour. Product: CC=1NC2=C(N1)C=C(C(=C2)C(=O)OC)OC2CCN(CC2)C(=O)OC(C)(C)C (2-methyl-5-methoxycarbonyl-6-(N-(tert-butoxycarbonyl)piperidin-4-yloxy)benzimidazole). RXN SMILES: C(OC([N:8]1[C:12]2[CH:13]=[C:14]([O:21][CH:22]3[CH2:27][CH2:26][N:25]([C:28]([O:30][C:31]([CH3:34])([CH3:33])[CH3:32])=[O:29])[CH2:24][CH2:23]3)[C:15]([C:17]([O:19][CH3:20])=[O:18])=[CH:16][C:11]=2[N:10]=[C:9]1[CH3:35])=O)(C)(C)C.C(OC(N1C2C=C(C(OC)=O)C(OC3CCN(C(OC(C)(C)C)=O)CC3)=CC=2N=C1C)=O)(C)(C)C>CO>[CH3:35][C:9]1[NH:10][C:11]2[CH:16]=[C:15]([C:17]([O:19][CH3:20])=[O:18])[C:14]([O:21][CH:22]3[CH2:23][CH2:24][N:25]([C:28]([O:30][C:31]([CH3:34])([CH3:33])[CH3:32])=[O:29])[CH2:26][CH2:27]3)=[CH:13][C:12]=2[N:8]=1. Procedure details: To a mixture of 1-tert-butoxycarbonyl-2-methyl-5-methoxycarbonyl-6-(N-(tert-butoxycarbonyl)piperidin-4-yloxy)benzimidazole and 1-tert-butoxycarbonyl-2-methyl-6-methoxycarbonyl-5-(N-(tert-butoxycarbonyl)piperidin-4-yloxy)benzimidazole (2.5 g) in methanol (200 mL) was bubbled in ammonia at 0° C. After stirring for 2 hours at ambient temperature the reaction mixture was concentrated. The resulting residue was purified by silica gel chromatography (hexane/ethyl acetate/CH2 Cl2 /methanol, gradient) t... The reactants are ClC1=C(C2=C(NC(C(=C2O)C#N)=O)S1)C1=CC=C(OCC(=O)O)C=C1 ([4-(2-chloro-5-cyano-4-hydroxy-6-oxo-6,7-dihydro-thieno[2,3-b]pyridin-3-yl)-phenoxy]-acetic acid), CCN=C=NCCCN(C)C (EDCI), C=1C=CC2=C(C1)N=NN2O (HOBT), CN1CCOCC1 (NMM), CN (methylamine). Solvent: CN(C)C=O (DMF), ClCCl (dichloromethane). The product is ClC1=C(C2=C(NC(C(=C2O)C#N)=O)S1)C1=CC=C(OCC(=O)NC)C=C1 (2-[4-(2-chloro-5-cyano-4-hydroxy-6-oxo-6,7-dihydrothieno[2,3-b]pyridin-3-yl)phenoxy]-N-methylacetamide). Procedure: To a stirred solution of [4-(2-chloro-5-cyano-4-hydroxy-6-oxo-6,7-dihydro-thieno[2,3-b]pyridin-3-yl)-phenoxy]-acetic acid (20 mg, 0.053 mmol, Example 184A)), EDCI (10.2 mg, 0.053 mmol), HOBT (7.2 mg, 0.053 mmol), and NMM (0.0146 mL, 0.133 mmol), in DMF (0.4 mL) was added methylamine (0.0265 mL, 0.053 mmol, 2M in THF). The solution was stirred at room temperature overnight. The solution was diluted with dichloromethane, washed with water, concentrated to dryness and purified by RP-HPLC to give th... Conditions: time 8 hour. Reaction SMILES: [Cl:1][C:2]1[S:14][C:5]2[NH:6][C:7](=[O:13])[C:8]([C:11]#[N:12])=[C:9]([OH:10])[C:4]=2[C:3]=1[C:15]1[CH:25]=[CH:24][C:18]([O:19][CH2:20][C:21]([OH:23])=O)=[CH:17][CH:16]=1.C[CH2:27][N:28]=C=NCCCN(C)C.C1C=CC2N(O)N=NC=2C=1.CN1CCOCC1.CN>CN(C=O)C.ClCCl>[Cl:1][C:2]1[S:14][C:5]2[NH:6][C:7](=[O:13])[C:8]([C:11]#[N:12])=[C:9]([OH:10])[C:4]=2[C:3]=1[C:15]1[CH:16]=[CH:17][C:18]([O:19][CH2:20][C:21]([NH:28][CH3:27])=[O:23])=[CH:24][CH:25]=1. Starting materials: COC=1C=C2CCNC(C2=CC1OC)=CC1=CC(=C(C=C1)OC)OC (3,4-dihydro-6,7-dimethoxy-1-[(3,4-dimethoxyphenyl)methylene]isoquinoline), COC=1C=C(C(=O)Cl)C=C(C1OC)OC (3,4,5-trimethoxybenzoyl chloride), N1=CC=CC=C1 (pyridine). The solvent is C(Cl)(Cl)Cl (chloroform). Yields the product COC=1C=C2CCN(\C(\C2=CC1OC)=C/C1=CC(=C(C=C1)OC)OC)C(C1=CC(=C(C(=C1)OC)OC)OC)=O ((Z)-1,2,3,4-tetrahydro-6,7-dimethoxy-2-(3,4,5-trimethoxybenzoyl)-1-[(3,4-dimethoxyphenyl)methylene]isoquinoline). As a reaction SMILES: [CH3:1][O:2][C:3]1[CH:4]=[C:5]2[C:10](=[CH:11][C:12]=1[O:13][CH3:14])[C:9](=[CH:15][C:16]1[CH:21]=[CH:20][C:19]([O:22][CH3:23])=[C:18]([O:24][CH3:25])[CH:17]=1)[NH:8][CH2:7][CH2:6]2.[CH3:26][O:27][C:28]1[CH:29]=[C:30]([CH:34]=[C:35]([O:39][CH3:40])[C:36]=1[O:37][CH3:38])[C:31](Cl)=[O:32].N1C=CC=CC=1>C(Cl)(Cl)Cl>[CH3:1][O:2][C:3]1[CH:4]=[C:5]2[C:10](=[CH:11][C:12]=1[O:13][CH3:14])/[C:9](=[CH:15]/[C:16]1[CH:21]=[CH:20][C:19]([O:22][CH3:23])=[C:18]([O:24][CH3:25])[CH:17]=1)/[N:8]([C:31](=[O:32])[C:30]1[CH:29]=[C:28]([O:27][CH3:26])[C:36]([O:37][CH3:38])=[C:35]([O:39][CH3:40])[CH:34]=1)[CH2:7][CH2:6]2. Reported procedure: A suspension of 6 parts of 3,4-dihydro-6,7-dimethoxy-1-[(3,4-dimethoxyphenyl)methylene]isoquinoline and 6 parts of 3,4,5-trimethoxybenzoyl chloride in 50 parts of pyridine is heated at the boiling point under reflux in a nitrogen atmosphere for 45 minutes, whereupon 180 parts of chloroform is introduced. The resultant solution is washed with water, dried over anhydrous sodium sulfate, and stripped of solvent by vacuum distillation. The residue is taken up in benzene; and the benzene solution is ... The reactants are C(C)(=O)[O-].[Na+] (sodium acetate), Cl.NO (hydroxylamine hydrochloride), C(C)C1=C(C(=CC(=C1)C(C(F)(F)F)(C(F)(F)F)F)C)NC(=O)C=1C=C2CCC(C2=CC1)=O (N-[2-Ethyl-4-(1,1,1,2,3,3,3-heptafluoropropan-2-yl)-6-methylphenyl]-1-oxoindane-5-carboxamide). Reaction SMILES: [CH2:1]([C:3]1[CH:8]=[C:7]([C:9]([F:18])([C:14]([F:17])([F:16])[F:15])[C:10]([F:13])([F:12])[F:11])[CH:6]=[C:5]([CH3:19])[C:4]=1[NH:20][C:21]([C:23]1[CH:24]=[C:25]2[C:29](=[CH:30][CH:31]=1)[C:28](=O)[CH2:27][CH2:26]2)=[O:22])[CH3:2].C([O-])(=O)C.[Na+].Cl.[NH2:39][OH:40]>C(O)C.O>[CH2:1]([C:3]1[CH:8]=[C:7]([C:9]([F:18])([C:10]([F:11])([F:13])[F:12])[C:14]([F:15])([F:17])[F:16])[CH:6]=[C:5]([CH3:19])[C:4]=1[NH:20][C:21]([C:23]1[CH:24]=[C:25]2[C:29](=[CH:30][CH:31]=1)[C:28](=[N:39][OH:40])[CH2:27][CH2:26]2)=[O:22])[CH3:2] |f:1.2,3.4|. Isolated yield 92.8%. Procedure: N-[2-Ethyl-4-(1,1,1,2,3,3,3-heptafluoropropan-2-yl)-6-methylphenyl]-1-oxoindane-5-carboxamide (2.4 g) was dissolved in ethanol (40 ml), and sodium acetate (0.85 g) and hydroxylamine hydrochloride (0.43 g) were added thereto, and then stirred and heated at reflux temperature for 2 hours. The reaction solution was brought back to room temperature and diluted with water. The resulting crystals were collected by filtration and dried to obtain N-[2-ethyl-4-(1,1,1,2,3,3,3-heptafluoropropan-2-yl)-6-met... Yields the product C(C)C1=C(C(=CC(=C1)C(C(F)(F)F)(C(F)(F)F)F)C)NC(=O)C=1C=C2CCC(C2=CC1)=NO (N-[2-ethyl-4-(1,1,1,2,3,3,3-heptafluoropropan-2-yl)-6-methylphenyl]-1-(hydroxyimino) indane-5-carboxamide). Run in O (water), C(C)O (ethanol). The reactants are C(C)(=O)OC=1C(=CC2=C(C(C(=CS2)C(=O)O)=O)C1)OC(C)=O (6,7-diacetoxy-4-oxo-4H-1-benzothiopyran-3-carboxylic acid), S(=O)(Cl)Cl (thionyl chloride). Reagents/catalysts: CN(C=O)C (dimethylformamide). Solvent: C1=CC=CC=C1 (benzene). The product is C(C)(=O)OC=1C(=CC2=C(C(C(=CS2)C(=O)Cl)=O)C1)OC(C)=O (6,7-diacetoxy-4-oxo-4H-1-benzothiopyran-3-carbonyl chloride). Reaction SMILES: [C:1]([O:4][C:5]1[C:6]([O:19][C:20](=[O:22])[CH3:21])=[CH:7][C:8]2[S:13][CH:12]=[C:11]([C:14](O)=[O:15])[C:10](=[O:17])[C:9]=2[CH:18]=1)(=[O:3])[CH3:2].S(Cl)([Cl:25])=O>CN(C)C=O.C1C=CC=CC=1>[C:1]([O:4][C:5]1[C:6]([O:19][C:20](=[O:22])[CH3:21])=[CH:7][C:8]2[S:13][CH:12]=[C:11]([C:14]([Cl:25])=[O:15])[C:10](=[O:17])[C:9]=2[CH:18]=1)(=[O:3])[CH3:2]. Procedure: A mixture of 6,7-diacetoxy-4-oxo-4H-1-benzothiopyran-3-carboxylic acid (50 mg), thionyl chloride (40 μL), and dimethylformamide (one drop) was heated under reflux for 2 hours in benzene (20 mL), and then the solvent was distilled off. To the residue was added benzene (20 mL). Benzene was evaporated again and the residue was vacuum dried to give 6,7-diacetoxy-4-oxo-4H-1-benzothiopyran-3-carbonyl chloride. Reactants: [Cl-].C(C)OC(CCC(=O)O)=O (succinic acid monoethyl ester monochloride), C(CCC)[Sn](C1=CSC=C1)(CCCC)CCCC (tributyl(3-thienyl) tin), C(O)([O-])=O.[Na+] (sodium hydrogen carbonate). Reagents/catalysts: [Pd](Cl)Cl.C1(=CC=CC=C1)P(C1=CC=CC=C1)C1=CC=CC=C1.C1(=CC=CC=C1)P(C1=CC=CC=C1)C1=CC=CC=C1 (bis (triphenylphosphine) palladium chloride). Run in O1CCOCC1 (dioxane). Product: S1C=C(C=C1)C(CCC(=O)OCC)=O (ethyl 4-(3-thienyl)-4-oxobutyrate). Isolated yield 59.9%. Reaction SMILES: [Cl-].[CH2:2]([O:4][C:5](=[O:11])[CH2:6][CH2:7][C:8]([OH:10])=O)[CH3:3].C([Sn](CCCC)(CCCC)[C:17]1[CH:21]=[CH:20][S:19][CH:18]=1)CCC.C(=O)([O-])O.[Na+]>O1CCOCC1.[Pd](Cl)Cl.C1(P(C2C=CC=CC=2)C2C=CC=CC=2)C=CC=CC=1.C1(P(C2C=CC=CC=2)C2C=CC=CC=2)C=CC=CC=1>[S:19]1[CH:20]=[CH:21][C:17]([C:8](=[O:10])[CH2:7][CH2:6][C:5]([O:4][CH2:2][CH3:3])=[O:11])=[CH:18]1 |f:0.1,3.4,6.7.8|. Procedure details: Under argon atmosphere, a mixture of succinic acid monoethyl ester monochloride (2.0 g), tributyl(3-thienyl) tin (5.44 g) and bis (triphenylphosphine) palladium chloride (853 mg) in dioxane (40 ml) was refluxed for 3 hours. After cooling, to the residue was added a saturated aqueous sodium hydrogen carbonate solution, and the mixture was extracted with ethyl acetate. The organic layer was washed with brine, dried over anhydrous sodium sulfate and the solvent was removed under reduced pressure. T... Reactants: C(C(C)C)=O (isobutyraldehyde), O (water), COC(C1=C(C=CC(=C1)F)N=CC1=CC(=CC=C1)Br)=O (2-{[1-(3-bromo-phenyl)-methylidene]-amino}-5-fluoro-benzoic acid methyl ester). Reagents/catalysts: O.[O-]S(=O)(=O)C(F)(F)F.[Yb+3].[O-]S(=O)(=O)C(F)(F)F.[O-]S(=O)(=O)C(F)(F)F (ytterbium(III) triflate hydrate). The solvent is O1CCCC1 (tetrahydrofuran). Conditions: temperature 25 celsius, time 5 hour. The product is COC(=O)C=1C=C(C=C2C(C(C(NC12)C1=CC(=CC=C1)Br)(C)C)O)F (2-(3-bromo-phenyl)-6-fluoro-4-hydroxy-3,3-dimethyl-1,2,3,4-tetrahydro-quinoline-8-carboxylic acid methyl ester). The yield is 100.0%. As a reaction SMILES: [CH3:1][O:2][C:3](=[O:20])[C:4]1[CH:9]=[C:8]([F:10])[CH:7]=[CH:6][C:5]=1[N:11]=[CH:12][C:13]1[CH:18]=[CH:17][CH:16]=[C:15]([Br:19])[CH:14]=1.[CH:21](=[O:25])[CH:22]([CH3:24])[CH3:23].O>O1CCCC1.O.[O-]S(C(F)(F)F)(=O)=O.[Yb+3].[O-]S(C(F)(F)F)(=O)=O.[O-]S(C(F)(F)F)(=O)=O>[CH3:1][O:2][C:3]([C:4]1[CH:9]=[C:8]([F:10])[CH:7]=[C:6]2[C:5]=1[NH:11][CH:12]([C:13]1[CH:18]=[CH:17][CH:16]=[C:15]([Br:19])[CH:14]=1)[C:22]([CH3:24])([CH3:23])[CH:21]2[OH:25])=[O:20] |f:4.5.6.7.8|. Reported procedure: To a mixture of 2-{[1-(3-bromo-phenyl)-methylidene]-amino}-5-fluoro-benzoic acid methyl ester (50 g, 59.8 mmol) and ytterbium(III) triflate hydrate (3.7 g, 5.95 mmol) in dry tetrahydrofuran (30 mL) at 25° C. was added isobutyraldehyde (4.3 g, 59.5 mmol) and water (1.1 mL, 59.5 mmol) dropwise. The reaction mixture was stirred at 25° C. for 5 h. Then the reaction mixture was concentrated in vacuo and the residue was extracted with ethyl acetate (2×100 mL), washed with brine, dried over anhydrous s... The reactants are [N+](=O)([O-])C1=CC=C(C=CCO)C=C1 (4-nitrocinnamyl alcohol). The reagents and catalysts are [Pd] (Pd on carbon). The solvent is C(C)O (ethanol). Conditions: temperature 22 celsius. Yields the product NC1=CC=C(C=C1)CCCO (3-(4-aminophenyl)propanol). RXN SMILES: [N+:1]([C:4]1[CH:13]=[CH:12][C:7]([CH:8]=[CH:9][CH2:10][OH:11])=[CH:6][CH:5]=1)([O-])=O>[Pd].C(O)C>[NH2:1][C:4]1[CH:5]=[CH:6][C:7]([CH2:8][CH2:9][CH2:10][OH:11])=[CH:12][CH:13]=1. Procedure: To a round bottomed flask equipped with a magnetic stirrer was added 4-nitrocinnamyl alcohol (2.0 g, 11.16 mmol), 10% Pd on carbon (200 mg) and absolute ethanol (150 mL). The solution was purged with hydrogen and stirred at 22° C. under a hydrogen atmosphere. When TLC indicated the reaction was complete (4 hr), the solution was purged with argon and filtered through Celite. The filtrate was concentrated in vacuo to provide 3-(4-aminophenyl)propanol, 1.72 g (>100%), as a viscous oil which solidif... Starting materials: C#CC(C)(C)C, N#Cc1ccccc1, C#Cc1ccccc1, N#Cc1ccco1. Product: CC(C)(C)C#Cc1ccco1. As a reaction SMILES: [CH3:1][C:2]([C:3]#[CH:4])([CH3:5])[CH3:6].[N:22]#[C:23][c:24]1[cH:25][cH:26][cH:27][cH:28][cH:29]1.[c:7]1([C:8]#[CH:9])[cH:10][cH:11][cH:12][cH:13][cH:14]1.[o:15]1[c:16]([C:20]#[N:21])[cH:17][cH:18][cH:19]1>>[CH3:1][C:2]([C:3]#[C:4][c:16]1[o:15][cH:19][cH:18][cH:17]1)([CH3:5])[CH3:6].